This data is from the Open Reaction Database (ORD), a public repository of structured organic reaction records. The task is: describe an organic reaction: reactants, conditions, products, and yield Reactants: C(C)(C)O.CO (isopropyl alcohol methanol), CN1C(=NC(=C1)C)CO (1,4-dimethyl-2-hydroxymethylimidazole), Cl.NCCS (cysteamine hydrochloride), Br (hydrobromic acid), Example 1 ( i ). Product: Br.Br.CN1C(=NC(=C1)C)CSCCN (1,4-dimethyl-2-[(2-aminoethyl)thiomethyl]imidazole dihydrobromide). RXN SMILES: [CH3:1][N:2]1[CH:6]=[C:5]([CH3:7])[N:4]=[C:3]1[CH2:8]O.Cl.[NH2:11][CH2:12][CH2:13][SH:14].C(O)(C)C.CO.[BrH:21]>>[BrH:21].[BrH:21].[CH3:1][N:2]1[CH:6]=[C:5]([CH3:7])[N:4]=[C:3]1[CH2:8][S:14][CH2:13][CH2:12][NH2:11] |f:1.2,3.4,6.7.8|. Reported procedure: The reaction of 1,4-dimethyl-2-hydroxymethylimidazole (2.5 g.) with cysteamine hydrochloride (2.5 g.) in aqueous hydrobromic acid by the method described in Example 1 (i) (a) gave 1,4-dimethyl-2-[(2-aminoethyl)thiomethyl]imidazole dihydrobromide (6.2 g.), m.p. 161°-163° (from isopropyl alcohol-methanol). Starting materials: C(C)OC([C@H]1N(C[C@H](C1)O)C(=O)OCC1=CC=CC=C1)=O (N-(benzyloxycarbonyl)-cis-4-hydroxy-L-proline ethyl ester), ( 23 ), ( 66 ), CC(C)C (isobutane), ( 100 ). Product: C(C)OC([C@@H]1N(C[C@@H](C1)O)C(=O)OCC1=CC=CC=C1)=O (N-(Benzyloxycarbonyl)-cis-4-hydroxy-D-proline ethyl ester). Reaction SMILES: [CH2:1]([O:3][C:4](=[O:21])[C@@H:5]1[CH2:9][C@H:8]([OH:10])[CH2:7][N:6]1[C:11]([O:13][CH2:14][C:15]1[CH:20]=[CH:19][CH:18]=[CH:17][CH:16]=1)=[O:12])[CH3:2].CC(C)C>>[CH2:1]([O:3][C:4](=[O:21])[C@H:5]1[CH2:9][C@@H:8]([OH:10])[CH2:7][N:6]1[C:11]([O:13][CH2:14][C:15]1[CH:16]=[CH:17][CH:18]=[CH:19][CH:20]=1)=[O:12])[CH3:2]. Reported procedure: N-CBZ-cis-4-hydroxy-D-proline (5.00 g, 18.8 mmol) was esterified by refluxing in ethanol (300 mL) containing a catalytic amount of p-toluenesulfonic acid monohydrate (0.3 g, 1.6 mmol). Wet ethanol was collected in a Dean-Stark trap. After 16 h, the trap was emptied whenever full until the reaction volume had decreased to about 50 mL. The tosic acid was neutralized with an excess of NaHCO3 (0.5 g, 6 mmol). After removal of volatiles in vacuo, the residue was diluted with ethyl acetate (100 mL) an... Starting materials: C(C)(=O)OC=1C=C2C=NN(C2=CC1C)C(C)=O (1-acetyl-6-methyl-1H-indazol-5-yl acetate), CC1=C(C=C2C=NNC2=C1)O (6-methyl-1H-indazol-5-ol). The product is CC1=C(C=C2C=NNC2=C1)OC1CCNCC1 (6-methyl-5-(piperidin-4-yloxy)-1H-indazole). RXN SMILES: C(OC1C=C2[C:11](=[CH:12][C:13]=1C)[N:10]([C:15](=O)[CH3:16])N=C2)(=O)C.[CH3:18][C:19]1[CH:27]=[C:26]2[C:22]([CH:23]=[N:24][NH:25]2)=[CH:21][C:20]=1[OH:28]>>[CH3:18][C:19]1[CH:27]=[C:26]2[C:22]([CH:23]=[N:24][NH:25]2)=[CH:21][C:20]=1[O:28][CH:13]1[CH2:12][CH2:11][NH:10][CH2:15][CH2:16]1. Reported procedure: The following compound of Example 406 was synthesized by carrying out reactions according to the methods described in Example 372, (b) and Example 377, except for using the 6-methyl-1H-indazol-5-ol synthesized in Example 403, as a starting material. The reactants are O=C1N(C(C2=CC=CC=C12)=O)CCCC1=CC(=C(N1CCC1=CC=C(C=C1)F)C)C(=O)OCC1=CC=CC=C1 (benzyl 5-[3-(1,3-dioxo-1,3-dihydro-2H-isoindol-2-yl)propyl]-1-[2-(4-fluorophenyl)ethyl]-2-methyl-1H-pyrrole-3-carboxylate). The solvent is C(C)O (ethanol), O1CCCC1 (tetrahydrofuran), O.NN (hydrazine monohydrate), O.NN (hydrazine monohydrate), O.NN (hydrazine monohydrate). Conditions: time 24 hour. The product is NCCCC1=CC(=C(N1CCC1=CC=C(C=C1)F)C)C(=O)OCC1=CC=CC=C1 (benzyl 5-(3-aminopropyl)-1-[2-(4-fluorophenyl)ethyl]-2-methyl-1H-pyrrole-3-carboxylate). As a reaction SMILES: O=C1C2C(=CC=CC=2)C(=O)[N:3]1[CH2:12][CH2:13][CH2:14][C:15]1[N:19]([CH2:20][CH2:21][C:22]2[CH:27]=[CH:26][C:25]([F:28])=[CH:24][CH:23]=2)[C:18]([CH3:29])=[C:17]([C:30]([O:32][CH2:33][C:34]2[CH:39]=[CH:38][CH:37]=[CH:36][CH:35]=2)=[O:31])[CH:16]=1>C(O)C.O1CCCC1.O.NN>[NH2:3][CH2:12][CH2:13][CH2:14][C:15]1[N:19]([CH2:20][CH2:21][C:22]2[CH:27]=[CH:26][C:25]([F:28])=[CH:24][CH:23]=2)[C:18]([CH3:29])=[C:17]([C:30]([O:32][CH2:33][C:34]2[CH:39]=[CH:38][CH:37]=[CH:36][CH:35]=2)=[O:31])[CH:16]=1 |f:3.4|. Procedure: A 1.364 g portion of benzyl 5-[3-(1,3-dioxo-1,3-dihydro-2H-isoindol-2-yl)propyl]-1-[2-(4-fluorophenyl)ethyl]-2-methyl-1H-pyrrole-3-carboxylate was dissolved in a mixed solvent of 10 ml ethanol and 10 ml tetrahydrofuran, and 0.139 ml of hydrazine monohydrate was added, followed by stirring at room temperature for 24 hours. Then, 0.252 ml of hydrazine monohydrate was added, followed by stirring at 50° C. for 5 hours. Further, 0.252 ml of hydrazine monohydrate was added, followed by stirring at 50°...